This data is from the Open Reaction Database (ORD), a public repository of structured organic reaction records. The task is: describe an organic reaction: reactants, conditions, products, and yield The reactants are N1C=NC=C1 (imidazole), [H-].[Na+] (sodium hydride), BrCCCC(=O)OCC (ethyl 4-bromobutyrate). Run in C1=CC=CC=C1 (benzene), C1=CC=CC=C1 (benzene). Yields the product N1(C=NC=C1)CCCC(=O)OCC (ethyl 4-(1-imidazolyl)butyrate). Isolated yield 30.2%. As a reaction SMILES: [NH:1]1[CH:5]=[CH:4][N:3]=[CH:2]1.[H-].[Na+].Br[CH2:9][CH2:10][CH2:11][C:12]([O:14][CH2:15][CH3:16])=[O:13]>C1C=CC=CC=1>[N:1]1([CH2:9][CH2:10][CH2:11][C:12]([O:14][CH2:15][CH3:16])=[O:13])[CH:5]=[CH:4][N:3]=[CH:2]1 |f:1.2|. Procedure details: Part A. A solution of imidazole (17.0 g, 0.25 mole) in benzene (200 mL) at room temperature was treated with sodium hydride (60% w/w oil dispersion; 8.0 g, 0.20 mole) and heated at reflux for 1 hour. After cooling to room temperature, a solution of ethyl 4-bromobutyrate (30.0 g, 0.20 mole) in benzene (50 mL) was added. The resulting mixture was again heated at reflux for 20 hours. After cooling to room temperature, the solution was washed with water, dried (MgSO4) and concentrated under reduced ... The reactants are [N+](=O)([O-])C1=C(C=C(C=C1)C1(CCCC1)C(=O)OCC)OCC(F)(F)F (ethyl 1-(4-nitro-3-(2,2,2-trifluoroethoxy)phenyl)cyclopentane carboxylate). The solvent is CO (MeOH). Conditions: time 6 hour. The product is NC1=C(C=C(C=C1)C1(CCCC1)C(=O)OCC)OCC(F)(F)F (ethyl 1-(4-amino-3-(2,2,2-trifluoroethoxy)phenyl)cyclopentanecarboxylate). Yield: 81.8%. As a reaction SMILES: [N+:1]([C:4]1[CH:9]=[CH:8][C:7]([C:10]2([C:15]([O:17][CH2:18][CH3:19])=[O:16])[CH2:14][CH2:13][CH2:12][CH2:11]2)=[CH:6][C:5]=1[O:20][CH2:21][C:22]([F:25])([F:24])[F:23])([O-])=O>CO>[NH2:1][C:4]1[CH:9]=[CH:8][C:7]([C:10]2([C:15]([O:17][CH2:18][CH3:19])=[O:16])[CH2:14][CH2:13][CH2:12][CH2:11]2)=[CH:6][C:5]=1[O:20][CH2:21][C:22]([F:23])([F:24])[F:25]. Procedure details: To a stirred solution of ethyl 1-(4-nitro-3-(2,2,2-trifluoroethoxy)phenyl)cyclopentane carboxylate (10 g), in dry MeOH (100 mL) Pd(OH)2 (2 g) was added and reduced under an atmosphere of H2 for 6 h at room temperature. The mixture was filtered through a pad of Celite™ washing with MeOH. The combined filtrates were concentrated under reduced pressure to yield ethyl 1-(4-amino-3-(2,2,2-trifluoroethoxy)phenyl)cyclopentanecarboxylate (7.5 g) as a thick liquid. The product is [Cl-].CO[C@@H]1C(C[NH2+]CC1)(C)C ((S)-4-methoxy-3,3-dimethylpiperidin-1-ium chloride). Conditions: time 16 hour. RXN SMILES: [CH3:1][O:2][C@H:3]1[CH2:8][CH2:7][N:6](C(OC(C)(C)C)=O)[CH2:5][C:4]1([CH3:17])[CH3:16].[ClH:18].O1CCOCC1>CCOCC>[Cl-:18].[CH3:1][O:2][C@H:3]1[CH2:8][CH2:7][NH2+:6][CH2:5][C:4]1([CH3:17])[CH3:16] |f:4.5|. Procedure details: To neat (S)-tert-butyl 4-methoxy-3,3-dimethylpiperidine-1-carboxylate (5.87 g, 24.1 mmol) was added 4.0 M HCl in dioxane (24.1 mL, 96.0 mmol), and the reaction mixture was stirred at room temperature for 16 h. Then, the reaction mixture was diluted with heptanes (60 mL) and Et2O (10 mL) and stirred at room temperature until a white solid crashed out. The heterogeneous mixture was then filtered and the white solid was collected to afford (S)-4-methoxy-3,3-dimethylpiperidin-1-ium chloride. 1H NMR ... The solvent is heptanes, CCOCC (Et2O). The reactants are CO[C@@H]1C(CN(CC1)C(=O)OC(C)(C)C)(C)C ((S)-tert-butyl 4-methoxy-3,3-dimethylpiperidine-1-carboxylate), Cl (HCl), O1CCOCC1 (dioxane). Starting materials: C(CCC)N(CCCNC(=O)C1=CC=2C(C3=CC(=CC=C3OC2C=C1)C(=O)NCCCN(CCCC)CCCC)=O)CCCC (N,N'-bis(3-di-n-butylaminopropyl)-9-oxoxanthene-2,7-dicarboxamide). Reagents/catalysts: [Pd] (palladium). Product: C(CCC)N(CCCNC(=O)C1=CC=2CC3=CC(=CC=C3OC2C=C1)C(=O)NCCCN(CCCC)CCCC)CCCC (N,N'-bis(3-di-n-butylaminopropyl)xanthen-2,7-dicarboxamide). Reaction SMILES: [CH2:1]([N:5]([CH2:42][CH2:43][CH2:44][CH3:45])[CH2:6][CH2:7][CH2:8][NH:9][C:10]([C:12]1[CH:25]=[CH:24][C:23]2[O:22][C:21]3[C:16](=[CH:17][C:18]([C:26]([NH:28][CH2:29][CH2:30][CH2:31][N:32]([CH2:37][CH2:38][CH2:39][CH3:40])[CH2:33][CH2:34][CH2:35][CH3:36])=[O:27])=[CH:19][CH:20]=3)[C:15](=O)[C:14]=2[CH:13]=1)=[O:11])[CH2:2][CH2:3][CH3:4]>[Pd]>[CH2:37]([N:32]([CH2:33][CH2:34][CH2:35][CH3:36])[CH2:31][CH2:30][CH2:29][NH:28][C:26]([C:18]1[CH:19]=[CH:20][C:21]2[O:22][C:23]3[C:14](=[CH:13][C:12]([C:10]([NH:9][CH2:8][CH2:7][CH2:6][N:5]([CH2:1][CH2:2][CH2:3][CH3:4])[CH2:42][CH2:43][CH2:44][CH3:45])=[O:11])=[CH:25][CH:24]=3)[CH2:15][C:16]=2[CH:17]=1)=[O:27])[CH2:38][CH2:39][CH3:40]. Reported procedure: An alcoholic solution of N,N'-bis(3-di-n-butylaminopropyl)-9-oxoxanthene-2,7-dicarboxamide, prepared in Example 3, can be used with a palladium catalyst to effect a hydrogenation to give N,N'-bis(3-di-n-butylaminopropyl)xanthen-2,7-dicarboxamide. The reactants are FC(C(=O)OCC)(F)F (Ethyl trifluoroacetate), [H-].[Na+] (sodium hydride), CSC=1C=CC(=NC1)C(C)=O (1-(5-methylsulfanyl-pyridin-2-yl)-ethanone). The solvent is O1CCCC1 (tetrahydrofuran), O1CCCC1 (tetrahydrofuran). Run at time 17 hour. Product: FC(C(CC(=O)C1=NC=C(C=C1)SC)=O)(F)F (4,4,4-Trifluoro-1-(5-methylsulfanyl-pyridin-2-yl)-butane-1,3-dione). RXN SMILES: [H-].[Na+].[CH3:3][S:4][C:5]1[CH:6]=[CH:7][C:8]([C:11](=[O:13])[CH3:12])=[N:9][CH:10]=1.[F:14][C:15]([F:22])([F:21])[C:16](OCC)=[O:17]>O1CCCC1>[F:14][C:15]([F:22])([F:21])[C:16](=[O:17])[CH2:12][C:11]([C:8]1[CH:7]=[CH:6][C:5]([S:4][CH3:3])=[CH:10][N:9]=1)=[O:13] |f:0.1|. Procedure details: A stirring solution of sodium hydride (0.253 g, 6.31 mmol) in anhydrous tetrahydrofuran (20 mL) was cooled under nitrogen to 0° C. before the addition of 1-(5-methylsulfanyl-pyridin-2-yl)-ethanone (0.880 g, 5.26 mmol) in anhydrous tetrahydrofuran (20 mL). Ethyl trifluoroacetate (0.751 mL, 6.31 mmol) was added dropwise and the reaction allowed to rise in temperature to 22° C., then heated to reflux and stirred under nitrogen for 17 hours. The solvent was removed and the residue partitioned betwee... As a reaction SMILES: C([N:8]1[CH2:16][CH:15]2[CH:10]([N:11]([CH2:17][CH3:18])[CH2:12][CH2:13][CH2:14]2)[CH2:9]1)C1C=CC=CC=1.CO>[OH-].[OH-].[Pd+2].CCOC(C)=O>[CH2:17]([N:11]1[CH2:12][CH2:13][CH2:14][CH:15]2[CH2:16][NH:8][CH2:9][CH:10]12)[CH3:18] |f:2.3.4|. Solvent: CCOC(=O)C (EtOAc). Procedure details: To a solution of 6-benzyl-1-ethyloctahydro-1H-pyrrolo[3,4-b]pyridine (2.58 g) in the mixture solvent of MeOH and EtOAc was added a catalytic amount of 20% Pd(OH)2/C. The mixture was stirred for 2 h at room temperature under H2 and filtered. The filtrate was concentrated in vacuo and the residue was used for the next step without further purification. The compound was characterized by the following spectroscopic data: MS (ESI, pos. ion) m/z: 155.2 (M+1). Reaction conditions: time 2 hour. The reagents and catalysts are [OH-].[OH-].[Pd+2] (Pd(OH)2/C). Starting materials: C(C1=CC=CC=C1)N1CC2N(CCCC2C1)CC (6-benzyl-1-ethyloctahydro-1H-pyrrolo[3,4-b]pyridine), CO (MeOH). Yields the product C(C)N1C2C(CCC1)CNC2 (1-ethyloctahydro-1H-pyrrolo[3,4-b]pyridine). Reactants: BrC1=NC(=CC=C1)CF (2-bromo-6-(fluoromethyl)-pyridine), C(CC#C)C1=NC2=CC=CC=C2C=C1 (2-but-3-ynyl-quinoline). Reaction conditions: time 15 minute. The product is FCC1=CC=CC(=N1)C#CCCC1=NC2=CC=CC=C2C=C1 (2-(4-(6-(fluoromethyl)pyridin-2-yl)but-3-ynyl)quinoline). Yield: 53.0%. RXN SMILES: Br[C:2]1[CH:7]=[CH:6][CH:5]=[C:4]([CH2:8][F:9])[N:3]=1.[CH2:10]([C:14]1[CH:23]=[CH:22][C:21]2[C:16](=[CH:17][CH:18]=[CH:19][CH:20]=2)[N:15]=1)[CH2:11][C:12]#[CH:13]>>[F:9][CH2:8][C:4]1[N:3]=[C:2]([C:13]#[C:12][CH2:11][CH2:10][C:14]2[CH:23]=[CH:22][C:21]3[C:16](=[CH:17][CH:18]=[CH:19][CH:20]=3)[N:15]=2)[CH:7]=[CH:6][CH:5]=1. Procedure details: The title compound was prepared in accordance with the general method of Example 108(C), from 2-bromo-6-(fluoromethyl)-pyridine (157 mg, 0.83 mmol) and 2-but-3-ynyl-quinoline (150 mg, 0.83 mmol, Example 118(B)). Microwave conditions: 120° C. for 15 minutes. The crude residue was purified by flash chromatography (cyclohexane/AcOEt 4:1) to yield 127 mg (0.44 mmol, 53%) of 2-(4-(6-(fluoromethyl)pyridin-2-yl)but-3-ynyl)quinoline as an orange solid (M.P.=70.2-74.3° C.). The reactants are c1ccc(CC2CCNCC2)cc1, [K+], [K+], O=C([O-])[O-], CN(C)C=O, O, OCCCl. The product is OCCN1CCC(Cc2ccccc2)CC1. Reaction SMILES: [CH2:1]([c:2]1[cH:3][cH:4][cH:5][cH:6][cH:7]1)[CH:8]1[CH2:9][CH2:10][NH:11][CH2:12][CH2:13]1.[K+:18].[K+:19].[O-:20][C:21]([O-:22])=[O:23].[O:24]=[CH:25][N:26]([CH3:27])[CH3:28].[OH2:29].[OH:14][CH2:15][CH2:16][Cl:17]>>[CH2:1]([c:2]1[cH:3][cH:4][cH:5][cH:6][cH:7]1)[CH:8]1[CH2:9][CH2:10][N:11]([CH2:16][CH2:15][OH:14])[CH2:12][CH2:13]1. Starting materials: C1CCOC1, CC(C)(C)OC(=O)N1CCCC(C(OCC#N)c2cccc(Cl)c2)C1. The product is CC(C)(C)OC(=O)N1CCCC(C(OCCN)c2cccc(Cl)c2)C1. Reaction SMILES: [CH2:26]1[O:27][CH2:28][CH2:29][CH2:30]1.[Cl:1][c:2]1[cH:3][c:4]([CH:8]([CH:9]2[CH2:10][N:11]([C:15](=[O:16])[O:17][C:18]([CH3:19])([CH3:20])[CH3:21])[CH2:12][CH2:13][CH2:14]2)[O:22][CH2:23][C:24]#[N:25])[cH:5][cH:6][cH:7]1>>[Cl:1][c:2]1[cH:3][c:4]([CH:8]([CH:9]2[CH2:10][N:11]([C:15](=[O:16])[O:17][C:18]([CH3:19])([CH3:20])[CH3:21])[CH2:12][CH2:13][CH2:14]2)[O:22][CH2:23][CH2:24][NH2:25])[cH:5][cH:6][cH:7]1. The reactants are O[C@H](C)[C@@H]1[C@@H]2N(C(=C([C@@H]2C)C2=CN3C(S2)=C(N=C3)C(=O)C=3C=NC(=CC3)C)C(=O)OCC3=CC=C(C=C3)[N+](=O)[O-])C1=O (4-nitrobenzyl (1S,5R,6S)-6-((1R)-1-hydroxyethyl)-1-methyl-2-[7-(6-methylpyridin-3-yl)carbonylimidazo[5,1-b]thiazol-2-yl]-1-carbapen-2-em-3-carboxylate), FC(S(=O)(=O)OC)(F)F (methyl trifluoromethanesulfonate). Yields the product FC(S(=O)(=O)[O-])(F)F.C[N+]1=CC(=CC=C1C)C(=O)C=1N=CN2C1SC(=C2)C=2[C@@H]([C@H]1N(C2C(=O)OCC2=CC=C(C=C2)[N+](=O)[O-])C([C@@H]1[C@@H](C)O)=O)C (4-nitrobenzyl (1S,5R,6S)-2-[7-(1,6-dimethylpyridinium-3-yl)carbonylimidazo[5,1-b]thiazol-2-yl]-6-((1R)-1-hydroxyethyl)-1-methyl-1-carbapen-2-em-3-carboxylate trifluoromethanesulfonate). Run in ClCCl (dichloromethane). Reaction conditions: time 30 minute. Procedure details: Under ice cooling, 92 mg of 4-nitrobenzyl (1S,5R,6S)-6-((1R)-1-hydroxyethyl)-1-methyl-2-[7-(6-methylpyridin-3-yl)carbonylimidazo[5,1-b]thiazol-2-yl]-1-carbapen-2-em-3-carboxylate was dissolved in 4 ml of dichloromethane to prepare a solution, and 0.018 ml of methyl trifluoromethanesulfonate was added to the solution. The mixture was stirred at that temperature for 30 min. The reaction solution was then concentrated under the reduced pressure to give 110 mg of 4-nitrobenzyl (1S,5R,6S)-2-[7-(1,6-d... As a reaction SMILES: [OH:1][C@@H:2]([C@H:4]1[C:41](=[O:42])[N:6]2[C:7]([C:28]([O:30][CH2:31][C:32]3[CH:37]=[CH:36][C:35]([N+:38]([O-:40])=[O:39])=[CH:34][CH:33]=3)=[O:29])=[C:8]([C:11]3[S:15][C:14]4=[C:16]([C:19]([C:21]5[CH:22]=[N:23][C:24]([CH3:27])=[CH:25][CH:26]=5)=[O:20])[N:17]=[CH:18][N:13]4[CH:12]=3)[C@H:9]([CH3:10])[C@H:5]12)[CH3:3].[F:43][C:44]([F:51])([F:50])[S:45]([O:48]C)(=[O:47])=[O:46]>ClCCl>[F:43][C:44]([F:51])([F:50])[S:45]([O-:48])(=[O:47])=[O:46].[CH3:44][N+:23]1[C:24]([CH3:27])=[CH:25][CH:26]=[C:21]([C:19]([C:16]2[N:17]=[CH:18][N:13]3[CH:12]=[C:11]([C:8]4[C@H:9]([CH3:10])[C@@H:5]5[C@@H:4]([C@H:2]([OH:1])[CH3:3])[C:41](=[O:42])[N:6]5[C:7]=4[C:28]([O:30][CH2:31][C:32]4[CH:37]=[CH:36][C:35]([N+:38]([O-:40])=[O:39])=[CH:34][CH:33]=4)=[O:29])[S:15][C:14]=23)=[O:20])[CH:22]=1 |f:3.4|.